From a dataset of the Open Reaction Database (ORD), a public repository of structured organic reaction records. describe an organic reaction: reactants, conditions, products, and yield The reactants are CCO, O=C(O)C(=O)CCCCCc1ccc(Cl)cc1. Yields the product O=C(O)C(O)CCCCCc1ccc(Cl)cc1. Reaction SMILES: [CH3:18][CH2:19][OH:20].[Cl:1][c:2]1[cH:3][cH:4][c:5]([CH2:8][CH2:9][CH2:10][CH2:11][CH2:12][C:13]([C:14](=[O:15])[OH:16])=[O:17])[cH:6][cH:7]1>>[Cl:1][c:2]1[cH:3][cH:4][c:5]([CH2:8][CH2:9][CH2:10][CH2:11][CH2:12][CH:13]([C:14](=[O:15])[OH:16])[OH:17])[cH:6][cH:7]1. The reactants are [N+](=O)([O-])C1=C(C=CC(=C1)C(F)(F)F)NN (2-nitro-4-trifluoromethylphenylhydrazine), C(=O)O (formic acid). Run in O (water). Product: [N+](=O)([O-])C1=C(C=CC(=C1)C(F)(F)F)N(N)C=O (2-nitro-4-trifluoromethyl-N-formylphenylhydrazine). Isolated yield 98.0%. Reaction SMILES: [N+:1]([C:4]1[CH:9]=[C:8]([C:10]([F:13])([F:12])[F:11])[CH:7]=[CH:6][C:5]=1[NH:14][NH2:15])([O-:3])=[O:2].[CH:16](O)=[O:17]>O>[N+:1]([C:4]1[CH:9]=[C:8]([C:10]([F:11])([F:12])[F:13])[CH:7]=[CH:6][C:5]=1[N:14]([CH:16]=[O:17])[NH2:15])([O-:3])=[O:2]. Procedure details: 64 g of 2-nitro-4-trifluoromethylphenylhydrazine [prepared as described in: J. Org. Chem. 42, 542 (1977)] were heated with 200 ml of 85% formic acid in a water bath for 90 minutes. After cooling down, the yellow solution was poured into 250 ml of water. The crystalline precipitate was filtered by suction, washed with water and dried at 80° C. to yield 72 g (98%) of 2-nitro-4-trifluoromethyl-N-formylphenylhydrazine, m.p.: 152°-153° C. Starting materials: C(=C)OCC (ethyl vinyl ether), C([C@H](O)C)(=O)OCC(C)C (isobutyl (R)-(+)-lactate). The reagents and catalysts are P(=O)(Cl)(Cl)Cl (phosphorus oxychloride). The solvent is C(C)(=O)OCC (ethyl acetate). The product is C(C)OC(C)O[C@@H](C(=O)OCC(C)C)C (Isobutyl (R)-(+)-2-(1-Ethoxyethoxy)propionate). The yield is 82.1%. As a reaction SMILES: [CH:1]([O:3][CH2:4][CH3:5])=[CH2:2].[C:6]([O:11][CH2:12][CH:13]([CH3:15])[CH3:14])(=[O:10])[C@@H:7]([CH3:9])[OH:8]>P(Cl)(Cl)(Cl)=O.C(OCC)(=O)C>[CH2:1]([O:3][CH:4]([O:8][C@H:7]([CH3:9])[C:6]([O:11][CH2:12][CH:13]([CH3:15])[CH3:14])=[O:10])[CH3:5])[CH3:2]. Procedure: 17.2 g of dehydrated ethyl vinyl ether was dropwise added to a mixture of 32.7 g of isobutyl (R)-(+)-lactate and 0.3 g of phosphorus oxychloride which was being stirred at room temperature, so that the internal temperature of the reaction system could be kept at 40° C. or less. Then, the resulting mixture was stirred at room temperature overnight. After the reaction, thereto was added 200 ml of ethyl acetate, followed by washing with a saturated aqueous sodium hydrogen carbonate solution, water ... The reactants are COC=1C2=C(N=C(N1)C1=C3C(=CN(C3=CC=C1)S(=O)(=O)C1=CC=C(C)C=C1)C)CCN(C2)C(CC(C(C)C)=O)=O (1-(4-methoxy-2-(3-methyl-1-tosyl-1H-indol-4-yl)-7,8-dihydropyrido[4,3-d]pyrimidin-6(5H)-yl)-4-methylpentane-1,3-dione), COC=1C=CC(=CC1)P2(=S)SP(=S)(S2)C=3C=CC(=CC3)OC (Lawesson's reagent), CNN (methyl hydrazine). Solvent: C1CCOC1 (THF), ClCCl (dichloromethane), O (water). Reaction conditions: temperature 120 celsius. Yields the product C(C)(C)C1=NN(C(=C1)N1CC2=C(N=C(N=C2OC)C2=C3C(=CN(C3=CC=C2)S(=O)(=O)C2=CC=C(C)C=C2)C)CC1)C (6-(3-isopropyl-1-methyl-1H-pyrazol-5-yl)-4-methoxy-2-(3-methyl-1-tosyl-1H-indol-4-yl)-5,6,7,8-tetrahydropyrido[4,3-d]pyrimidine). As a reaction SMILES: [CH3:1][O:2][C:3]1[C:4]2[CH2:32][N:31]([C:33](=O)[CH2:34][C:35](=O)[CH:36]([CH3:38])[CH3:37])[CH2:30][CH2:29][C:5]=2[N:6]=[C:7]([C:9]2[CH:17]=[CH:16][CH:15]=[C:14]3[C:10]=2[C:11]([CH3:28])=[CH:12][N:13]3[S:18]([C:21]2[CH:27]=[CH:26][C:24]([CH3:25])=[CH:23][CH:22]=2)(=[O:20])=[O:19])[N:8]=1.COC1C=CC(P2(SP(C3C=CC(OC)=CC=3)(=S)S2)=S)=CC=1.[CH3:63][NH:64][NH2:65]>C1COCC1.ClCCl.O>[CH:36]([C:35]1[CH:34]=[C:33]([N:31]2[CH2:30][CH2:29][C:5]3[N:6]=[C:7]([C:9]4[CH:17]=[CH:16][CH:15]=[C:14]5[C:10]=4[C:11]([CH3:28])=[CH:12][N:13]5[S:18]([C:21]4[CH:22]=[CH:23][C:24]([CH3:25])=[CH:26][CH:27]=4)(=[O:19])=[O:20])[N:8]=[C:3]([O:2][CH3:1])[C:4]=3[CH2:32]2)[N:64]([CH3:63])[N:65]=1)([CH3:37])[CH3:38]. Procedure details: To a solution of 1-(4-methoxy-2-(3-methyl-1-tosyl-1H-indol-4-yl)-7,8-dihydropyrido[4,3-d]pyrimidin-6(5H)-yl)-4-methylpentane-1,3-dione (350 mg, 0.624 mmol) in THF (3.3 mL), in a 2-5 mL microwave vial, was added Lawesson's reagent (278 mg, 0.687 mmol) and methyl hydrazine (0.049 mL, 0.94 mmol). The vessel was immediately sealed and heated via microwave irradiation at 120° C. for 10 minutes. The reaction was then cooled to room temperature and diluted with dichloromethane and water. The layers wer... The reactants are BrCCOC1CCCCO1, O=C([O-])[O-], [Cs+], [Cs+], CN(C)C=O, Oc1ccc2c(-c3c(-c4ccccn4)nn4c3CCC4)ccnc2c1. Yields the product c1ccc(-c2nn3c(c2-c2ccnc4cc(OCCOC5CCCCO5)ccc24)CCC3)nc1. Reaction SMILES: [Br:32][CH2:33][CH2:34][O:35][CH:36]1[O:37][CH2:38][CH2:39][CH2:40][CH2:41]1.[C:26](=[O:27])([O-:28])[O-:29].[Cs+:30].[Cs+:31].[O:42]=[CH:43][N:44]([CH3:45])[CH3:46].[n:1]1[c:2](-[c:7]2[c:8](-[c:15]3[cH:16][cH:17][n:18][c:19]4[cH:20][c:21]([OH:25])[cH:22][cH:23][c:24]34)[c:9]3[n:10]([n:11]2)[CH2:12][CH2:13][CH2:14]3)[cH:3][cH:4][cH:5][cH:6]1>>[n:1]1[c:2](-[c:7]2[c:8](-[c:15]3[cH:16][cH:17][n:18][c:19]4[cH:20][c:21]([O:25][CH2:33][CH2:34][O:35][CH:36]5[O:37][CH2:38][CH2:39][CH2:40][CH2:41]5)[cH:22][cH:23][c:24]34)[c:9]3[n:10]([n:11]2)[CH2:12][CH2:13][CH2:14]3)[cH:3][cH:4][cH:5][cH:6]1. Reactants: O (water), BrC=1C=C2N(C(C=3N(C2=CC1)C=CC3)C)C(C3=CC(=CC=C3)OC)=O (7-bromo-5-(3-methoxybenzoyl)-4-methyl-4,5-dihydropyrrolo[1,2-a]quinoxaline), solution, B(Cl)(Cl)Cl (boron trichloride). Reagents/catalysts: [I-].C(CCC)[N+](CCCC)(CCCC)CCCC (tetrabutylammonium iodide). The solvent is C(Cl)Cl (methylene chloride), C(Cl)Cl (methylene chloride), C([O-])(O)=O.[Na+] (sodium bicarbonate). Reaction conditions: temperature 0 celsius, time 4 hour. Product: BrC=1C=C2N(C(C=3N(C2=CC1)C=CC3)C)C(=O)C=3C=C(C=CC3)O (3-[(7-bromo-4-methylpyrrolo[1,2-a]quinoxalin-5(4H)-yl)carbonyl]phenol). Isolated yield 85.2%. RXN SMILES: [Br:1][C:2]1[CH:3]=[C:4]2[C:9](=[CH:10][CH:11]=1)[N:8]1[CH:12]=[CH:13][CH:14]=[C:7]1[CH:6]([CH3:15])[N:5]2[C:16](=[O:25])[C:17]1[CH:22]=[CH:21][CH:20]=[C:19]([O:23]C)[CH:18]=1.B(Cl)(Cl)Cl.O>[I-].C([N+](CCCC)(CCCC)CCCC)CCC.C(Cl)Cl.C(=O)(O)[O-].[Na+]>[Br:1][C:2]1[CH:3]=[C:4]2[C:9](=[CH:10][CH:11]=1)[N:8]1[CH:12]=[CH:13][CH:14]=[C:7]1[CH:6]([CH3:15])[N:5]2[C:16]([C:17]1[CH:18]=[C:19]([OH:23])[CH:20]=[CH:21][CH:22]=1)=[O:25] |f:3.4,6.7|. Reported procedure: A solution of 7-bromo-5-(3-methoxybenzoyl)-4-methyl-4,5-dihydropyrrolo[1,2-a]quinoxaline (240 mg, 0.60 mmol) and tetrabutylammonium iodide (558 mg, 1.51 mmol) in methylene chloride (5 mL) at −78° C., under nitrogen, was treated with a 1 M solution of boron trichloride in methylene chloride (1.51 mL, 1.51 mmol). The reaction was then warmed to 0° C. and was stirred for 4 h. Ice and water was added to the reaction which was stirred to 30 min. The reaction was then diluted with a saturated aqueous ...